Dataset: the Open Reaction Database (ORD), a public repository of structured organic reaction records. Task: describe an organic reaction: reactants, conditions, products, and yield The reactants are C(#N)C1=NC=C(C(=O)O)C=C1 (6-cyanonicotinic acid), C(C)OC1=CC(=C(N)C=C1)[N+](=O)[O-] (4-ethoxy-2-nitroaniline). Product: C(#N)C1=CC=C(C=N1)C(=O)NC1=C(C=C(C=C1)OCC)[N+](=O)[O-] (6-Cyano-N-(4-ethoxy-2-nitrophenyl)-3-pyridinecarboxamide). Reaction SMILES: [C:1]([C:3]1[CH:11]=[CH:10][C:6]([C:7]([OH:9])=O)=[CH:5][N:4]=1)#[N:2].[CH2:12]([O:14][C:15]1[CH:21]=[CH:20][C:18]([NH2:19])=[C:17]([N+:22]([O-:24])=[O:23])[CH:16]=1)[CH3:13]>>[C:1]([C:3]1[N:4]=[CH:5][C:6]([C:7]([NH:19][C:18]2[CH:20]=[CH:21][C:15]([O:14][CH2:12][CH3:13])=[CH:16][C:17]=2[N+:22]([O-:24])=[O:23])=[O:9])=[CH:10][CH:11]=1)#[N:2]. Procedure details: The title compound was prepared from 6-cyanonicotinic acid and 4-ethoxy-2-nitroaniline as a yellow solid as described in Example 15. 1H NMR (CDCl3): 11.22 (s, 1H), 9.31-9.30 (m, 1H), 8.81 (d, J=9.3, 1H), 8.42-8.38 (m, 1H), 7.90-7.87 (m, 1H), 7.76 (d, J=3.0, 1H), 7.34-7.30 (m, 1H), 4.12 (q, J=6.9, 2H), 1.47 (t, J=6.9, 3H). The reactants are Cc1ccccc1, CCP(CC)CC, COCCCl. The product is CC[P+](CC)(CC)CCOC, [Cl-]. Reaction SMILES: [CH3:13][c:14]1[cH:15][cH:16][cH:17][cH:18][cH:19]1.[CH3:1][CH2:2][P:3]([CH2:4][CH3:5])[CH2:6][CH3:7].[CH3:8][O:9][CH2:10][CH2:11][Cl:12]>>[CH3:1][CH2:2][P+:3]([CH2:4][CH3:5])([CH2:6][CH3:7])[CH2:11][CH2:10][O:9][CH3:8].[Cl-:12]. Starting materials: CC1=C(C(=NO1)C1=NC=CC=C1)CCC=1SC(=CN1)C(=O)O (2-[2-(5-methyl-3-pyridin-2-yl-isoxazol-4-yl)-ethyl]-thiazole-5-carboxylic acid), FC(CN)(F)F (2,2,2-trifluoroethylamine). Product: FC(CNC(=O)C1=CN=C(S1)CCC=1C(=NOC1C)C1=NC=CC=C1)(F)F (2-[2-(5-Methyl-3-pyridin-2-yl-isoxazol-4-yl)-ethyl]-thiazole-5-carboxylic acid (2,2,2-trifluoro-ethyl)-amide). Isolated yield 79.0%. RXN SMILES: [CH3:1][C:2]1[O:6][N:5]=[C:4]([C:7]2[CH:12]=[CH:11][CH:10]=[CH:9][N:8]=2)[C:3]=1[CH2:13][CH2:14][C:15]1[S:16][C:17]([C:20]([OH:22])=O)=[CH:18][N:19]=1.[F:23][C:24]([F:28])([F:27])[CH2:25][NH2:26]>>[F:23][C:24]([F:28])([F:27])[CH2:25][NH:26][C:20]([C:17]1[S:16][C:15]([CH2:14][CH2:13][C:3]2[C:4]([C:7]3[CH:12]=[CH:11][CH:10]=[CH:9][N:8]=3)=[N:5][O:6][C:2]=2[CH3:1])=[N:19][CH:18]=1)=[O:22]. Procedure: As described for example 22b, 2-[2-(5-methyl-3-pyridin-2-yl-isoxazol-4-yl)-ethyl]-thiazole-5-carboxylic acid (73 mg, 0.23 mmol) was converted, using 2,2,2-trifluoroethylamine instead of isopropylamine, to the title compound (72 mg, 79%) which was obtained as an off white solid MS: m/e=397.2 [M+H]+. Reaction SMILES: [CH3:17][c:18]1[n:19][o:20][c:21]([CH3:24])[c:22]1[NH2:23].[CH3:1][O:2][c:3]1[cH:4][cH:5][c:6]([C:14](=[O:15])[OH:16])[c:7]2[c:8]1[n:9][c:10]([CH2:12][CH3:13])[o:11]2>>[CH3:1][O:2][c:3]1[cH:4][cH:5][c:6]([C:14](=[O:16])[NH:23][c:22]2[c:18]([CH3:17])[n:19][o:20][c:21]2[CH3:24])[c:7]2[c:8]1[n:9][c:10]([CH2:12][CH3:13])[o:11]2. Product: CCc1nc2c(OC)ccc(C(=O)Nc3c(C)noc3C)c2o1. Reactants: Cc1noc(C)c1N, CCc1nc2c(OC)ccc(C(=O)O)c2o1. Starting materials: C(CCCCCCCCCCCCC)OC1=CC=C(CO)C=C1 (4-(Tetradecyloxy)benzyl alcohol), C(C)#N (acetonitrile), N1=CC=CC=C1 (pyridine), P(Br)(Br)Br (phosphorus tribromide). The solvent is C(Cl)Cl (methylene chloride). Conditions: time 1 hour. The product is BrCC1=CC=C(C=C1)OCCCCCCCCCCCCCC (1-(Bromomethyl)-4-(tetradecyloxy)benzene). The yield is 88.7%. As a reaction SMILES: [CH2:1]([O:15][C:16]1[CH:23]=[CH:22][C:19]([CH2:20]O)=[CH:18][CH:17]=1)[CH2:2][CH2:3][CH2:4][CH2:5][CH2:6][CH2:7][CH2:8][CH2:9][CH2:10][CH2:11][CH2:12][CH2:13][CH3:14].C(#N)C.N1C=CC=CC=1.P(Br)(Br)[Br:34]>C(Cl)Cl>[Br:34][CH2:20][C:19]1[CH:22]=[CH:23][C:16]([O:15][CH2:1][CH2:2][CH2:3][CH2:4][CH2:5][CH2:6][CH2:7][CH2:8][CH2:9][CH2:10][CH2:11][CH2:12][CH2:13][CH3:14])=[CH:17][CH:18]=1. Reported procedure: To a room temperature slurry of 2.5 g of product from Example 19, 10 ml of acetonitrile and 0.339 g of pyridine is added dropwise, over 3 minutes, 2.11 g of phosphorus tribromide. The reaction is stirred at room temperature for 1 hour, diluted with methylene chloride and concentrated in vacuo. The residue is dissolved in methylene chloride, filtered through a silica gel pad and concentrated in vacuo to give 2.65 g of the desired product as pale yellow crystals. Starting materials: ClC=1N=C(C2=C(N1)C=C(S2)C=O)N2CCOCC2 (2-chloro-4-morpholin-4-yl-thieno[3,2-d]pyrimidine-6-carbaldehyde), CC(C)S(=O)(=O)N1CCNCC1 (1-(propane-2-sulfonyl)-piperazine). The product is ClC=1N=C(C2=C(N1)C=C(S2)CN2CCN(CC2)S(=O)(=O)C(C)C)N2CCOCC2 (2-chloro-4-morpholin-4-yl-6-[4-(propane-2-sulfonyl)-piperazin-1-ylmethyl]-thieno[3,2-d]pyrimidine). As a reaction SMILES: [Cl:1][C:2]1[N:3]=[C:4]([N:13]2[CH2:18][CH2:17][O:16][CH2:15][CH2:14]2)[C:5]2[S:10][C:9]([CH:11]=O)=[CH:8][C:6]=2[N:7]=1.[CH3:19][CH:20]([S:22]([N:25]1[CH2:30][CH2:29][NH:28][CH2:27][CH2:26]1)(=[O:24])=[O:23])[CH3:21]>>[Cl:1][C:2]1[N:3]=[C:4]([N:13]2[CH2:18][CH2:17][O:16][CH2:15][CH2:14]2)[C:5]2[S:10][C:9]([CH2:11][N:28]3[CH2:27][CH2:26][N:25]([S:22]([CH:20]([CH3:21])[CH3:19])(=[O:23])=[O:24])[CH2:30][CH2:29]3)=[CH:8][C:6]=2[N:7]=1. Procedure: Reaction between 2-chloro-4-morpholin-4-yl-thieno[3,2-d]pyrimidine-6-carbaldehyde and 1-(propane-2-sulfonyl)-piperazine using procedure C yielded 2-chloro-4-morpholin-4-yl-6-[4-(propane-2-sulfonyl)-piperazin-1-ylmethyl]-thieno[3,2-d]pyrimidine. This compound was subjected to procedure A to yield the desired final compound which was purified using flash chromatography. Starting materials: C1COCCO1, C[Sn](C)(C)c1ccccn1, Nc1nc(=O)n(C2CC(O)C(CO)O2)cc1I, Cl[Pd]Cl, c1ccc(P(c2ccccc2)c2ccccc2)cc1, c1ccc(P(c2ccccc2)c2ccccc2)cc1. Product: Nc1nc(=O)n(C2CC(O)C(CO)O2)cc1-c1ccccn1. RXN SMILES: [CH2:69]1[O:70][CH2:71][CH2:72][O:73][CH2:74]1.[CH3:18][Sn:19]([c:20]1[n:21][cH:22][cH:23][cH:24][cH:25]1)([CH3:26])[CH3:27].[I:1][c:2]1[c:3]([NH2:17])[n:4][c:5](=[O:16])[n:6]([CH:7]2[CH2:8][CH:9]([OH:10])[CH:11]([CH2:12][OH:13])[O:14]2)[cH:15]1.[Pd:28]([Cl:29])[Cl:30].[c:31]1([P:32]([c:33]2[cH:34][cH:35][cH:36][cH:37][cH:38]2)[c:39]2[cH:40][cH:41][cH:42][cH:43][cH:44]2)[cH:45][cH:46][cH:47][cH:48][cH:49]1.[c:50]1([P:51]([c:52]2[cH:53][cH:54][cH:55][cH:56][cH:57]2)[c:58]2[cH:59][cH:60][cH:61][cH:62][cH:63]2)[cH:64][cH:65][cH:66][cH:67][cH:68]1>>[c:2]1(-[c:20]2[n:21][cH:22][cH:23][cH:24][cH:25]2)[c:3]([NH2:17])[n:4][c:5](=[O:16])[n:6]([CH:7]2[CH2:8][CH:9]([OH:10])[CH:11]([CH2:12][OH:13])[O:14]2)[cH:15]1. The reactants are Brc1cc2ccccc2s1, Brc1cccc2sccc12, [Cl-], CON(C)C(=O)CCl, I, [Mg], [NH4+], C1CCOC1. Product: O=C(CCl)c1cccc2sccc12. As a reaction SMILES: [Br:13][c:14]1[s:15][c:16]2[cH:17][cH:18][cH:19][cH:20][c:21]2[cH:22]1.[Br:2][c:3]1[cH:4][cH:5][cH:6][c:7]2[s:8][cH:9][cH:10][c:11]12.[Cl-:31].[Cl:23][CH2:24][C:25](=[O:26])[N:27]([O:28][CH3:29])[CH3:30].[I:12].[Mg:1].[NH4+:32].[O:33]1[CH2:34][CH2:35][CH2:36][CH2:37]1>>[c:3]1([C:25]([CH2:24][Cl:23])=[O:26])[cH:4][cH:5][cH:6][c:7]2[s:8][cH:9][cH:10][c:11]12.